This data is from the Open Reaction Database (ORD), a public repository of structured organic reaction records. The task is: describe an organic reaction: reactants, conditions, products, and yield Reactants: COCC(C(=O)NCCC=O)(C)COC (3-methoxy-2-methoxymethyl-2-methyl-N-(3-oxo-propyl)-propionamide), C(#N)[BH3-].[Na+] (sodium cyanoborohydride), CNCCC1(C2C=C(C(C1)CC2)C2=CC=CC=C2)O (rac-(1R*,2R*,4R*)-2-(2-methylamino-ethyl)-5-phenyl-bicyclo[2.2.2]oct-5-en-2-ol). Run in C(Cl)Cl.CC(=O)O (DCM AcOH). Reaction conditions: time 3 day. Yields the product O[C@@]1([C@H]2C=C([C@@H](C1)CC2)C2=CC=CC=C2)CCN(CCCNC(C(COC)(C)COC)=O)C (rac-N-(3-{[2-((1R*,2R*,4R*)-2-hydroxy-5-phenyl-bicyclo[2.2.2]oct-5-en-2-yl)-ethyl]-methyl-amino}-propyl)-3-methoxy-2-methoxymethyl-2-methyl-propionamide). Yield: 55.0%. As a reaction SMILES: [CH3:1][NH:2][CH2:3][CH2:4][C:5]1([OH:19])[CH2:10][CH:9]2[CH2:11][CH2:12][CH:6]1[CH:7]=[C:8]2[C:13]1[CH:18]=[CH:17][CH:16]=[CH:15][CH:14]=1.[CH3:20][O:21][CH2:22][C:23]([CH2:32][O:33][CH3:34])([CH3:31])[C:24]([NH:26][CH2:27][CH2:28][CH:29]=O)=[O:25].C([BH3-])#N.[Na+]>C(Cl)Cl.CC(O)=O>[OH:19][C@@:5]1([CH2:4][CH2:3][N:2]([CH3:1])[CH2:29][CH2:28][CH2:27][NH:26][C:24](=[O:25])[C:23]([CH2:32][O:33][CH3:34])([CH3:31])[CH2:22][O:21][CH3:20])[CH2:10][C@H:9]2[CH2:11][CH2:12][C@@H:6]1[CH:7]=[C:8]2[C:13]1[CH:18]=[CH:17][CH:16]=[CH:15][CH:14]=1 |f:2.3,4.5|. Reported procedure: 50 mg of rac-(1R*,2R*,4R*)-2-(2-methylamino-ethyl)-5-phenyl-bicyclo[2.2.2]oct-5-en-2-ol were dissolved in DCM/AcOH. 46 mg of 3-methoxy-2-methoxymethyl-2-methyl-N-(3-oxo-propyl)-propionamide and 50 mg of sodium cyanoborohydride were added. The reaction mixture was stirred for 3 days at room temperature, quenched with sat.-NaHCO3 and extracted with DCM. The organic phase was washed with brine, dried over anh. Na2SO4 and concentrated in vacuo. The resulting crude material was purified by CC using E... The reactants are C(C)N1C(C2=C(C3=C(C(=NNC3=O)C(=O)NC)N2[C@H](C1)C)OC)=O ((6S)-8-ethyl-10-methoxy-N,6-dimethyl-1,9-dioxo-1,2,6,7,8,9-hexahydropyrazino[1′,2′:1,5]pyrrolo[2,3-d]pyridazine-4-carboxamide), C[Si](C)(C)[N-][Si](C)(C)C.[Li+] (lithium bis(trimethylsilyl)amide), ClC=1C=C(CBr)C=CC1F (3-chloro-4-fluorobenzyl bromide). The solvent is CN(C)C=O (DMF). Reaction conditions: time 25 minute. Product: ClC=1C=C(CN2N=C(C3=C(C2=O)C(=C2N3[C@H](CN(C2=O)CC)C)OC)C(=O)NC)C=CC1F ((6S)-2-(3-Chloro-4-fluorobenzyl)-8-ethyl-10-methoxy-N,6-dimethyl-1,9-dioxo-1,2,6,7,8,9-hexahydropyrazino[1′,2′:1,5]pyrrolo[2,3-d]pyridazine-4-carboxamide). Reaction SMILES: [CH2:1]([N:3]1[CH2:20][C@H:19]([CH3:21])[N:18]2[C:5](=[C:6]([O:22][CH3:23])[C:7]3[C:12](=[O:13])[NH:11][N:10]=[C:9]([C:14]([NH:16][CH3:17])=[O:15])[C:8]=32)[C:4]1=[O:24])[CH3:2].C[Si]([N-][Si](C)(C)C)(C)C.[Li+].[Cl:35][C:36]1[CH:37]=[C:38]([CH:41]=[CH:42][C:43]=1[F:44])[CH2:39]Br>CN(C=O)C>[Cl:35][C:36]1[CH:37]=[C:38]([CH:41]=[CH:42][C:43]=1[F:44])[CH2:39][N:11]1[C:12](=[O:13])[C:7]2[C:6]([O:22][CH3:23])=[C:5]3[C:4](=[O:24])[N:3]([CH2:1][CH3:2])[CH2:20][C@H:19]([CH3:21])[N:18]3[C:8]=2[C:9]([C:14]([NH:16][CH3:17])=[O:15])=[N:10]1 |f:1.2|. Procedure details: To a cold (0° C.) solution of (6S)-8-ethyl-10-methoxy-N,6-dimethyl-1,9-dioxo-1,2,6,7,8,9-hexahydropyrazino[1′,2′:1,5]pyrrolo[2,3-d]pyridazine-4-carboxamide (1.58 g, 4.73 mmol) in anhydrous DMF (50 mL), a solution of lithium bis(trimethylsilyl)amide (4.97 mL, 4.97 mmol, 1 M in THF) was added. After stirring at the same temperature for 25 minutes, 3-chloro-4-fluorobenzyl bromide (1.27 g, 5.68 mmol) was added. The reaction mixture was stirred at room temperature for 10 minutes and concentrated unde... The reactants are ClC1=NC=2C=CC(=C(C2C=C1)C(=O)NCC1CCCCC1)Cl (2,6-dichloro-N-(cyclohexylmethyl)quinoline-5-carboxamide), N1C[C@H](CC1)N ((3S)-3-pyrrolidinamine). The solvent is C(C)#N (acetonitrile). Reaction conditions: temperature 100 celsius. Product: N[C@@H]1CN(CC1)C1=NC=2C=CC(=C(C2C=C1)C(=O)NCC1CCCCC1)Cl (2-[(3S)-3-Amino-1-pyrrolidinyl]-6-chloro-N-(cyclohexylmethyl)-5-quinolinecarboxamide). RXN SMILES: Cl[C:2]1[CH:11]=[CH:10][C:9]2[C:8]([C:12]([NH:14][CH2:15][CH:16]3[CH2:21][CH2:20][CH2:19][CH2:18][CH2:17]3)=[O:13])=[C:7]([Cl:22])[CH:6]=[CH:5][C:4]=2[N:3]=1.[NH:23]1[CH2:27][CH2:26][C@H:25]([NH2:28])[CH2:24]1>C(#N)C>[NH2:28][C@H:25]1[CH2:26][CH2:27][N:23]([C:2]2[CH:11]=[CH:10][C:9]3[C:8]([C:12]([NH:14][CH2:15][CH:16]4[CH2:21][CH2:20][CH2:19][CH2:18][CH2:17]4)=[O:13])=[C:7]([Cl:22])[CH:6]=[CH:5][C:4]=3[N:3]=2)[CH2:24]1. Reported procedure: A stirred suspension of 2,6-dichloro-N-(cyclohexylmethyl)quinoline-5-carboxamide (Example 43(a)) (500 mg) and (3S)-3-pyrrolidinamine (0.60 mL) in acetonitrile (3 mL) was heated at 100° C. in a microwave for 40 minutes after which it was cooled to room temperature and concentrated. Purification by chromatography (SiO2, dichloromethane:methanol:ammonia in methanol (7 M) 95:5:0.5 as eluant) and subsequent recrystallisation (acetonitrile) afforded the title compound as a solid (280 mg). Starting materials: BrC=1N=C(NC1)C1CCN(CC1)C(=O)OC(C)(C)C (tert-butyl 4-(4-bromo-1H-imidazol-2-yl)piperidine-1-carboxylate), BrC=1N=C(NC1)C1CCN(CC1)C(=O)OC(C)(C)C (tert-butyl 4-(4-bromo-1H-imidazol-2-yl)piperidine-1-carboxylate), BrCCOC1OCCCC1 (2-(2-bromoethoxy)tetrahydro-2H-pyran). The product is BrC=1N=C(N(C1)CCO)C1CCN(CC1)C(=O)OC(C)(C)C (tert-butyl 4-(4-bromo-1-(2-hydroxyethyl)-1H-imidazol-2-yl)piperidine-1-carboxylate). As a reaction SMILES: [Br:1][C:2]1[N:3]=[C:4]([CH:7]2[CH2:12][CH2:11][N:10]([C:13]([O:15][C:16]([CH3:19])([CH3:18])[CH3:17])=[O:14])[CH2:9][CH2:8]2)[NH:5][CH:6]=1.Br[CH2:21][CH2:22][O:23]C1CCCCO1>>[Br:1][C:2]1[N:3]=[C:4]([CH:7]2[CH2:8][CH2:9][N:10]([C:13]([O:15][C:16]([CH3:19])([CH3:18])[CH3:17])=[O:14])[CH2:11][CH2:12]2)[N:5]([CH2:21][CH2:22][OH:23])[CH:6]=1. Reported procedure: tert-butyl 4-formylpiperidine-1-carboxylate 4a was reacted with aqueous glyoxal in the presence of aqueous ammonium hydroxide in methanol to give tert-butyl 4-(1H-imidazol-2-yl)piperidine-1-carboxylate 4b, which was bromined to afford tert-butyl 4-(4-bromo-1H-imidazol-2-yl)piperidine-1-carboxylate 4c. 4c was alkylated with 2-(2-bromoethoxy)tetrahydro-2H-pyran, followed by removal of THP group under acidic condition to yield tert-butyl 4-(4-bromo-1-(2-hydroxyethyl)-1H-imidazol-2-yl)piperidine-1-c... Run in C1=CC=CC=C1 (benzene). As a reaction SMILES: [CH3:1][CH:2]1[C:8]2[CH:9]=[CH:10][CH:11]=[CH:12][C:7]=2[S:6][C:5]2[S:13][CH:14]=[CH:15][C:4]=2[CH:3]1O.O.C1(C)C=CC(S(O)(=O)=O)=CC=1.O>C1C=CC=CC=1>[CH3:1][C:2]1[C:8]2[CH:9]=[CH:10][CH:11]=[CH:12][C:7]=2[S:6][C:5]2[S:13][CH:14]=[CH:15][C:4]=2[CH:3]=1 |f:1.2|. Reactants: CC1C(C2=C(SC3=C1C=CC=C3)SC=C2)O (4,5-dihydro-5-methyl-benzo[f]thieno [2,3-b]thiepin-4-ol), O.C1(=CC=C(C=C1)S(=O)(=O)O)C (p-toluenesulphonic acid hydrate), O (water). Product: CC1=CC2=C(SC3=C1C=CC=C3)SC=C2 (5-methyl-benzo[f]thieno[2,3-b]thiepin). Procedure: 24.8 g (0.1 mole) of 4,5-dihydro-5-methyl-benzo[f]thieno [2,3-b]thiepin-4-ol in 600 ml of benzene is boiled, with the addition of 0.57 g (0.03 mole) of p-toluenesulphonic acid hydrate, for one hour on a water separator. The solution is thereupon cooled to 20°, extracted by shaking with 2 N sodium bicarbonate solution, dried over sodium sulphate and concentrated in vacuo. The oily residue is chromatographed on a silica-gel column (300 g of silica gel, particle size 0.063-0.2 mm) with the use of c... Conditions: temperature 0 celsius, time 2.5 hour. Isolated yield 42.0%. Reactants: C(C)OC(=C)C=1C=CC=2N(C1)C=C(N2)C(=O)NC2=CC=CC=C2 (6-(1-ethoxyvinyl)-N-phenylimidazo[1,2-a]pyridine-2-carboxamide), O (water), BrN1C(CCC1=O)=O (N-bromosuccinimide). Run in ClCCl (dichloromethane), O1CCCC1 (tetrahydrofuran). RXN SMILES: C([O:3][C:4]([C:6]1[CH:7]=[CH:8][C:9]2[N:10]([CH:12]=[C:13]([C:15]([NH:17][C:18]3[CH:23]=[CH:22][CH:21]=[CH:20][CH:19]=3)=[O:16])[N:14]=2)[CH:11]=1)=[CH2:5])C.O.[Br:25]N1C(=O)CCC1=O>O1CCCC1.ClCCl>[Br:25][CH2:3][C:4]([C:6]1[CH:7]=[CH:8][C:9]2[N:10]([CH:12]=[C:13]([C:15]([NH:17][C:18]3[CH:23]=[CH:22][CH:21]=[CH:20][CH:19]=3)=[O:16])[N:14]=2)[CH:11]=1)=[O:5]. Yields the product BrCC(=O)C=1C=CC=2N(C1)C=C(N2)C(=O)NC2=CC=CC=C2 (6-(2-bromoacetyl)-N-phenylimidazo[1,2-a]pyridine-2-carboxamide). Procedure: To a solution of 123 mg of 6-(1-ethoxyvinyl)-N-phenylimidazo[1,2-a]pyridine-2-carboxamide in 4 mL of tetrahydrofuran are added 1 mL of water and then, after cooling to 0° C., 71 mg of N-bromosuccinimide. The reaction mixture is stirred for 2.5 hours at room temperature and then diluted with 80 mL of dichloromethane. The organic phase is washed with water and then dried and concentrated to dryness under reduced pressure to give 60 mg of crude 6-(2-bromoacetyl)-N-phenylimidazo[1,2-a]pyridine-2-car... Starting materials: C(C)N1C(C(N(CC1)C(=O)NC(C(=O)NC1C2SCC(=C(N2C1=O)C(=O)O)CO)C1=CC=C(C=C1)O)=O)=O (7-[2-(4-ethyl-2,3-dioxo-1-piperazinecarboxamido)-2-(p-hydroxyphenyl)acetamido]-3-(hydroxymethyl)-8-oxo-5-thia-1-azabicyclo[4.2.0]oct-2-ene-2-carboxylic acid), Cl (hydrochloric acid), C([O-])([O-])=O.[Na+].[Na+] (sodium carbonate), 3-acetate, NN1C(=NN=C1N1N=C(C=C1C)C)S (4-amino-5-(3,5-dimethyl-1-pyrazolyl)-4H-1,2,4-triazole-3-thiol). Solvent: O (water), CC(=O)C (acetone), CC(=O)C (acetone). Reaction conditions: time 2 hour. Yields the product C(C)N1C(C(N(CC1)C(=O)NC(C(=O)NC1[C@@H]2N(C(=C(CS2)CSC2=NN=C(N2N)N2N=C(C=C2C)C)C(=O)O)C1=O)C1=CC=C(C=C1)O)=O)=O (7-[2-(4-Ethyl-2,3-dioxo-1-piperazinecarboxamido)-2-(p-hydroxyphenyl)acetamido]-3-[4-amino-5-(3,5-dimethyl-1-pyrazolyl)-1,2,4-triazol-3-ylthiomethyl]-3-cephem-4-carboxylic acid). As a reaction SMILES: [CH2:1]([N:3]1[CH2:8][CH2:7][N:6]([C:9]([NH:11][CH:12]([C:30]2[CH:35]=[CH:34][C:33]([OH:36])=[CH:32][CH:31]=2)[C:13]([NH:15][CH:16]2[C:23](=[O:24])[N:22]3[CH:17]2[S:18][CH2:19][C:20]([CH2:28]O)=[C:21]3[C:25]([OH:27])=[O:26])=[O:14])=[O:10])[C:5](=[O:37])[C:4]1=[O:38])[CH3:2].[NH2:39][N:40]1[C:44]([N:45]2[C:49]([CH3:50])=[CH:48][C:47]([CH3:51])=[N:46]2)=[N:43][N:42]=[C:41]1[SH:52].C(=O)([O-])[O-].[Na+].[Na+].Cl>CC(C)=O.O>[CH2:1]([N:3]1[CH2:8][CH2:7][N:6]([C:9]([NH:11][CH:12]([C:30]2[CH:35]=[CH:34][C:33]([OH:36])=[CH:32][CH:31]=2)[C:13]([NH:15][CH:16]2[C:23](=[O:24])[N:22]3[C:21]([C:25]([OH:27])=[O:26])=[C:20]([CH2:28][S:52][C:41]4[N:40]([NH2:39])[C:44]([N:45]5[C:49]([CH3:50])=[CH:48][C:47]([CH3:51])=[N:46]5)=[N:43][N:42]=4)[CH2:19][S:18][C@H:17]23)=[O:14])=[O:10])[C:5](=[O:37])[C:4]1=[O:38])[CH3:2] |f:2.3.4|. Procedure details: A suspension of 294.78 mg. of 7-[2-(4-ethyl-2,3-dioxo-1-piperazinecarboxamido)-2-(p-hydroxyphenyl)acetamido]-3-(hydroxymethyl)-8-oxo-5-thia-1-azabicyclo[4.2.0]oct-2-ene-2-carboxylic acid, 3-acetate and 157.7 mg. of 4-amino-5-(3,5-dimethyl-1-pyrazolyl)-4H-1,2,4-triazole-3-thiol in 10 ml. of water is adjusted to pH 6.5 with aqueous sodium carbonate. A 2 ml. portion of acetone is added producing solution. This solution is stirred at 60°-63° C. for 51/2 hours, then stripped free of acetone under red...